From a dataset of the Open Reaction Database (ORD), a public repository of structured organic reaction records. describe an organic reaction: reactants, conditions, products, and yield The reactants are FB(F)F, C=C(C)C, O=P(O)(O)O, Sc1ccccc1. Product: CC(C)(C)Sc1ccccc1. Reaction SMILES: [B:13]([F:14])([F:15])[F:16].[CH3:17][C:18]([CH3:19])=[CH2:20].[P:8](=[O:9])([OH:10])([OH:11])[OH:12].[SH:1][c:2]1[cH:3][cH:4][cH:5][cH:6][cH:7]1>>[S:1]([c:2]1[cH:3][cH:4][cH:5][cH:6][cH:7]1)[C:18]([CH3:17])([CH3:19])[CH3:20]. The solvent is C(Cl)Cl (methylene chloride), C1(=CC=CC=C1)C (toluene). Yields the product O=C1N(C(N2N1CC(C2C2=CC=C(C=C2)Cl)C2=CC=CC=C2)=O)C2=CC=C(C=C2)C(F)(F)F (1,3-dioxo-2-(4-trifluoromethylphenyl)-5-(4-chlorophenyl)-6-phenyl-1,2,3,4,6,7-hexahydro-5H-pyrazolo[1,2-a][1,2,4]triazole). RXN SMILES: [F:1][C:2]([F:31])([F:30])[C:3]1[CH:8]=[CH:7][C:6]([NH:9][C:10]([N:12]2[CH2:16][CH:15]([C:17]3[CH:22]=[CH:21][CH:20]=[CH:19][CH:18]=3)[CH:14]([C:23]3[CH:28]=[CH:27][C:26]([Cl:29])=[CH:25][CH:24]=3)[NH:13]2)=[O:11])=[CH:5][CH:4]=1.[C:32](Cl)(Cl)=[O:33].N1C=CC=CC=1>C(Cl)Cl.C1(C)C=CC=CC=1>[O:11]=[C:10]1[N:12]2[CH2:16][CH:15]([C:17]3[CH:22]=[CH:21][CH:20]=[CH:19][CH:18]=3)[CH:14]([C:23]3[CH:24]=[CH:25][C:26]([Cl:29])=[CH:27][CH:28]=3)[N:13]2[C:32](=[O:33])[N:9]1[C:6]1[CH:7]=[CH:8][C:3]([C:2]([F:1])([F:30])[F:31])=[CH:4][CH:5]=1. Conditions: time 1 hour. Procedure: To 2.0 g (4.4 mmole) of N-(4-trifluoromethylphenyl)-3-(4-chlorophenyl)-4-phenyl-2,3,4,5-tetrahydro-1H-pyrazole-1-carboxamide (Example 3) in 5 ml of methylene chloride was added 4.2 ml (8 mmole) of 1.9M phosgene in toluene. After stirring for 5 minutes 0.8 g (10 mmole) of pyridine was added. The mixture was stirred for 1 hour and then partitioned between diethyl ether and dilute aqueous hydrochloric acid. The organic layer was washed with water and brine and then dried over anhydrous magnesium su... The reactants are N1=CC=CC=C1 (pyridine), FC(C1=CC=C(C=C1)NC(=O)N1NC(C(C1)C1=CC=CC=C1)C1=CC=C(C=C1)Cl)(F)F (N-(4-trifluoromethylphenyl)-3-(4-chlorophenyl)-4-phenyl-2,3,4,5-tetrahydro-1H-pyrazole-1-carboxamide), C(=O)(Cl)Cl (phosgene).